This data is from the Open Reaction Database (ORD), a public repository of structured organic reaction records. The task is: describe an organic reaction: reactants, conditions, products, and yield Reactants: CC1=CC(=NN1CC1=CC=C(C=C1)C)C1=NC(=NO1)C1=CC=C(C=C1)NC(OC(C)(C)C)=O (tert-butyl (4-{5-[5-methyl-1-(4-methylbenzyl)-1H-pyrazol-3-yl]-1,2,4-oxadiazol-3-yl}phenyl)carbamate), FC(C(=O)O)(F)F (trifluoroacetic acid). Solvent: ClCCl (dichloromethane). Run at time 1 hour. Yields the product CC1=CC(=NN1CC1=CC=C(C=C1)C)C1=NC(=NO1)C1=CC=C(N)C=C1 (4-{5-[5-Methyl-1-(4-methylbenzyl)-1H-pyrazol-3-yl]-1,2,4-oxadiazol-3-yl}aniline), solid. Isolated yield 99.0%. Reaction SMILES: [CH3:1][C:2]1[N:6]([CH2:7][C:8]2[CH:13]=[CH:12][C:11]([CH3:14])=[CH:10][CH:9]=2)[N:5]=[C:4]([C:15]2[O:19][N:18]=[C:17]([C:20]3[CH:25]=[CH:24][C:23]([NH:26]C(=O)OC(C)(C)C)=[CH:22][CH:21]=3)[N:16]=2)[CH:3]=1.FC(F)(F)C(O)=O>ClCCl>[CH3:1][C:2]1[N:6]([CH2:7][C:8]2[CH:9]=[CH:10][C:11]([CH3:14])=[CH:12][CH:13]=2)[N:5]=[C:4]([C:15]2[O:19][N:18]=[C:17]([C:20]3[CH:25]=[CH:24][C:23]([NH2:26])=[CH:22][CH:21]=3)[N:16]=2)[CH:3]=1. Reported procedure: To a solution of tert-butyl (4-{5-[5-methyl-1-(4-methylbenzyl)-1H-pyrazol-3-yl]-1,2,4-oxadiazol-3-yl}phenyl)carbamate (Example 101, 1.0 g, 2.25 mmol) in dichloromethane (20 mL) was added trifluoroacetic acid (5 mL). The reaction mixture was stirred at rt for 1 h. The solvent was removed in vacuo and the residue was re-dissolved in ethyl acetate. After washing with saturated aqueous sodium bicarbonate, the solvent was removed and the title compound was obtained as an off-white solid (770 mg, 99%)... Starting materials: CNCC1SCCCSCCSCCCSC1 (2-(N-methyl)aminomethyl-1,4,8,11-tetrathiacyclotetradecane), [H][H] (hydrogen), OCC1SCCCSCCSCCCSC1 (2-hydroxymethyl-1,4,8,11-tetrathiacyclotetradecane), O=S(Cl)Cl (SOCl2), C(Cl)Cl (CH2Cl2), C(Cl)Cl (CH2Cl2). The solvent is CO (methanol). Reaction conditions: time 6 hour. Product: ClCC1SCCCSCCSCCSCCCSC1 (2-chloromethyl-1,4,8,11,14-pentathiacycloheptadecane). As a reaction SMILES: CN[CH2:3][CH:4]1[CH2:17][S:16][CH2:15][CH2:14][CH2:13][S:12][CH2:11][CH2:10][S:9][CH2:8][CH2:7][CH2:6][S:5]1.[H][H].OCC1[CH2:35][S:34]CCCSCCSCCCS1.O=S(Cl)Cl.[CH2:40](Cl)[Cl:41]>CO>[Cl:41][CH2:40][CH:10]1[CH2:11][S:12][CH2:13][CH2:14][CH2:15][S:16][CH2:17][CH2:35][S:34][CH2:3][CH2:4][S:5][CH2:6][CH2:7][CH2:8][S:9]1. Procedure details: The synthesis of 2-(N-methyl)aminomethyl-1,4,8,11-tetrathiacyclotetradecane 5 (as shown in step B of FIG. 1) is performed by the following method. (In FIG. 1, R1 can be methyl (Me) and R2 can be hydrogen (H).) A solution of the previously synthesized crown 2-hydroxymethyl-1,4,8,11-tetrathiacyclotetradecane (0.8 g, 2.7 mmol) in CH2Cl2 (10 mL) is added dropwise to a solution of SOCl2 (0.64 g, 5.4 mmol) in CH2Cl2 (10 mL). After stirring for six hours, the reaction is treated with methanol (1 mL) to... Procedure: Rhodamine B aniline lactam, rhodamine B-p-chloroanilino lactam, 3-diethylamino-7-dibenzylaminofluoran, 3-diethylamino-7-octylaminofluoran, 3-diethylamino-7-phenylfluoran, 3-diethylamino-7-chlorofluoran, 3-diethylamino-6-chloro-7-methylfluoran, 3-diethylamino-7-(3,4-dichloroanilino)fluoran, 3-diethylamino-7-(2-chloroanilino)fluoran, 3-diethylamino-6-methyl-7-anilinofluoran, 3-(N-ethyl-N-tolyl)amino-6-methyl-7-anilinofluoran, 3-piperidino-6-methyl-7-anilinofluoran, 3-(N-ethyl-N-tolyl)amino-6-methy... RXN SMILES: C(N(CC)C(CCCC(NF)C)CC)C.CCN([C:21]1[CH:26]=[CH:25][C:24]2[C:27]3([C:37]4[CH:43]=[C:42](Cl)[CH:41]=[CH:40][C:38]=4[O:39][C:23]=2[CH:22]=1)OC(=O)C1C3=CC=CC=1)CC.CC1C=C2OC3C=C(N4CCCCC4)C=CC=3C3(OC(=O)C4C3=CC=CC=4)C2=CC=1NC1C=CC=CC=1.CCN(C1C=CC2C3(C4C(OC=2C=1)=CC(C)=C(NC1C=CC=CC=1)C=4)OC(=O)C1C3=CC=CC=1)C1C=CC(C)=CC=1>>[CH:43]1[C:37]2[CH2:27][C:24]3[C:23](=[CH:22][CH:21]=[CH:26][CH:25]=3)[O:39][C:38]=2[CH:40]=[CH:41][CH:42]=1. The product is C1=CC=CC=2OC3=CC=CC=C3CC12 (Xanthene). The reactants are Rhodamine B aniline lactam, 3-diethylamino-6-methyl-7-anilinofluoran, 3-(N-ethyl-N-tetrahydrofuryl)-amino-6-methyl-7-anilinofluoran, 3-diethylamino-7-phenylfluoran, 3-dibutylamino-6-methyl-7-anilinofluoran, 3-(N-ethyl-N-tolyl)amino-6-methyl-7-phenethylfluoran, 3-diethylamino-7-(3,4-dichloroanilino)fluoran, 3-diethylamino-7-(4-nitroanilino)-fluoran, 3-diethylamino-7-(2-chloroanilino)fluoran, 3-diethylamino-6-chloro-7-methylfluoran, rhodamine B-p-chloroanilino lactam, 3-(N-ethyl-N-isoamyl)amino-6-methyl-7-anilinofluoran, 3-(N-methyl-N-cyclohexyl)amino-6-methyl-7-anilinofluoran, 3-dipentylamino-6-methyl-7-anilinofluoran, C(C)N(C(CC)CCCC(C)NF)CC (3-diethylamino-7-octylaminofluoran), CC1=C(C=C2C(=C1)OC3=C(C24C5=CC=CC=C5C(=O)O4)C=CC(=C3)N6CCCCC6)NC7=CC=CC=C7 (3-piperidino-6-methyl-7-anilinofluoran), CCN(C1=CC=C(C=C1)C)C2=CC3=C(C=C2)C4(C5=CC=CC=C5C(=O)O4)C6=CC(=C(C=C6O3)C)NC7=CC=CC=C7 (3-(N-ethyl-N-p-tolyl)amino-6-methyl-7-anilinofluoran), 3-(N-ethyl-N-tolyl)amino-6-methyl-7-anilinofluoran, 3-(N-methyl-N-propyl)amino-6-methyl-7-anilinofluoran, 3-diethylamino-7-dibenzylaminofluoran, CCN(CC)C1=CC2=C(C=C1)C3(C4=CC=CC=C4C(=O)O3)C5=C(O2)C=CC(=C5)Cl (3-diethylamino-7-chlorofluoran). Reactants: C(C)(C)(C)[Si](C)(C)OCCOC1=C(C(=C(C(=C1)[N+](=O)[O-])C)F)F (tert-butyl-[2-(2,3-difluoro-4-methyl-5-nitro-phenoxy)-ethoxy]-dimethyl-silane). The reagents and catalysts are [Pd] (Pd/C). Run in CCO (EtOH). Run at time 2 hour. Yields the product C(C)(C)(C)[Si](OCCOC=1C(=C(C(=C(C1)N)C)F)F)(C)C (5-[2-(tert-butyl-dimethyl-silanyloxy)-ethoxy]-3,4-difluoro-2-methyl-phenylamine). Isolated yield 60.4%. Reaction SMILES: [C:1]([Si:5]([O:8][CH2:9][CH2:10][O:11][C:12]1[CH:17]=[C:16]([N+:18]([O-])=O)[C:15]([CH3:21])=[C:14]([F:22])[C:13]=1[F:23])([CH3:7])[CH3:6])([CH3:4])([CH3:3])[CH3:2]>CCO.[Pd]>[C:1]([Si:5]([CH3:7])([CH3:6])[O:8][CH2:9][CH2:10][O:11][C:12]1[C:13]([F:23])=[C:14]([F:22])[C:15]([CH3:21])=[C:16]([NH2:18])[CH:17]=1)([CH3:4])([CH3:3])[CH3:2]. Reported procedure: To a solution of tert-butyl-[2-(2,3-difluoro-4-methyl-5-nitro-phenoxy)-ethoxy]-dimethyl-silane (1.16 g, 3.33 mmol) in EtOH (10 ml) was added 10% Pd/C (0.116 g) and the mixture was hydrogenated under balloon pressure for two hours. The mixture was filtered and the filtrate was concentrated to dryness under reduced pressure. Purification of the crude product by flash chromatography (hexanes:EtOAc 7:3) gave 0.638 g of 5-[2-(tert-butyl-dimethyl-silanyloxy)-ethoxy]-3,4-difluoro-2-methyl-phenylamine a... Reactants: C1(CCCC1)C=1C=C(C(=O)O)C=CC1OC (3-cyclopentyl-p-anisic acid), C(C1=CC=CC=C1)C=1OC(=C(C1)C)C (2-benzyl-4,5-dimethyl-furan), C(C(=O)Cl)(=O)Cl (oxalyl chloride), [Sn](Cl)(Cl)(Cl)Cl (tin (IV) chloride). Reagents/catalysts: CN(C=O)C (N,N-dimethylformamide). Run in C(Cl)Cl (CH2Cl2). Yields the product C(C1=CC=CC=C1)C=1OC(=C(C1C(=O)C1=CC(=C(C=C1)OC)C1CCCC1)C)C ((2-Benzyl-4,5-dimethyl-furan-3-yl)-(3-cyclopentyl-4-methoxy-phenyl)-methanone). As a reaction SMILES: [CH:1]1([C:6]2[CH:7]=[C:8]([CH:12]=[CH:13][C:14]=2[O:15][CH3:16])[C:9]([OH:11])=O)[CH2:5][CH2:4][CH2:3][CH2:2]1.C(Cl)(=O)C(Cl)=O.[Sn](Cl)(Cl)(Cl)Cl.[CH2:28]([C:35]1[O:36][C:37]([CH3:41])=[C:38]([CH3:40])[CH:39]=1)[C:29]1[CH:34]=[CH:33][CH:32]=[CH:31][CH:30]=1>CN(C)C=O.C(Cl)Cl>[CH2:28]([C:35]1[O:36][C:37]([CH3:41])=[C:38]([CH3:40])[C:39]=1[C:9]([C:8]1[CH:12]=[CH:13][C:14]([O:15][CH3:16])=[C:6]([CH:1]2[CH2:2][CH2:3][CH2:4][CH2:5]2)[CH:7]=1)=[O:11])[C:29]1[CH:30]=[CH:31][CH:32]=[CH:33][CH:34]=1. Procedure: The title compound was prepared according to the procedure in Example 5, step 2 using 3-cyclopentyl-p-anisic acid (10.0 g, 45.5 mmol, RN-59216-82-9), oxalyl chloride (4.4 mL, 50.6 mmol), N,N-dimethylformamide (2 drops), tin (IV) chloride (15.8 mL, 49.6 mmol) and 2-benzyl-4,5-dimethyl-furan (10.1 g, 54.3 mmol) in CH2Cl2 to give 18.8 g (crude) of the title compound. 1H NMR (DMSO-d6) consistent. Reactants: CCc1cc(C(=O)OC)cc(C#N)n1, C1CCOC1, CO, Cl, [Li+], [OH-], O. The product is CCc1cc(C(=O)O)cc(C#N)n1. Reaction SMILES: [C:1](#[N:2])[c:3]1[cH:4][c:5]([C:6](=[O:7])[O:8][CH3:9])[cH:10][c:11]([CH2:13][CH3:14])[n:12]1.[CH2:18]1[O:19][CH2:20][CH2:21][CH2:22]1.[CH3:23][OH:24].[ClH:17].[Li+:16].[OH-:15].[OH2:25]>>[C:1](#[N:2])[c:3]1[cH:4][c:5]([C:6](=[O:7])[OH:8])[cH:10][c:11]([CH2:13][CH3:14])[n:12]1. Starting materials: C1NCCC=2C3=CC=CC=C3NC12 (tetrahydro-β-carboline), C(C1=CC=CC=C1)(=O)Cl (benzoyl chloride). The product is C(C1=CC=CC=C1)(=O)N1CC=2NC3=CC=CC=C3C2CC1 (2-benzoyl-1,2,3,4-tetrahydro-9H-pyrido-(3,4-b)-indole). As a reaction SMILES: [CH2:1]1[C:13]2[NH:12][C:11]3[C:6](=[CH:7][CH:8]=[CH:9][CH:10]=3)[C:5]=2[CH2:4][CH2:3][NH:2]1.[C:14](Cl)(=[O:21])[C:15]1[CH:20]=[CH:19][CH:18]=[CH:17][CH:16]=1>>[C:14]([N:2]1[CH2:3][CH2:4][C:5]2[C:6]3[C:11](=[CH:10][CH:9]=[CH:8][CH:7]=3)[NH:12][C:13]=2[CH2:1]1)(=[O:21])[C:15]1[CH:20]=[CH:19][CH:18]=[CH:17][CH:16]=1. Procedure details: A tetrahydro-β-carboline (II) is reacted with benzoyl chloride to provide a 2-benzoyl-1,2,3,4-tetrahydro-9H-pyrido-(3,4-b)-indole (III). Then compound (III) is reduced to give a 2-benzyl-1,2,3,4-tetrahydro-9H-pyrido-(3,4-b)-indole (IV). Thereafter, compound (IV) is transformed by t-butyl hypochlorite into a chloroindolenine derivative (V) which is immediately treated with a metal dialkylmalonate such as thallium t-butyl methyl malonate to give a dialkyl 3-benzyl-1,2,3,4,5,6-hexahydroazepino-(4,5... Reactants: C1(=CC=CC=C1)C(CNC(C1=CC=C(C=C1)C(F)(F)F)=O)C (N-(2-phenylpropyl)-4-(trifluoromethyl)benzamide), O=P12OP3(=O)OP(=O)(O1)OP(=O)(O2)O3 (phosphorous pentoxide), ice water, [OH-].[Na+] (NaOH). Solvent: C1(=CC=CC=C1)C (toluene). Reaction conditions: temperature 110 celsius. The product is CC1CN=C(C2=CC=CC=C12)C1=CC=C(C=C1)C(F)(F)F (4-Methyl-1-(4-(trifluoromethyl)phenyl)-3,4-dihydroisoquinoline). RXN SMILES: [C:1]1([CH:7]([CH3:22])[CH2:8][NH:9][C:10](=O)[C:11]2[CH:16]=[CH:15][C:14]([C:17]([F:20])([F:19])[F:18])=[CH:13][CH:12]=2)[CH:6]=[CH:5][CH:4]=[CH:3][CH:2]=1.O=P12OP3(OP(OP(O3)(O1)=O)(=O)O2)=O.[OH-].[Na+]>C1(C)C=CC=CC=1>[CH3:22][CH:7]1[C:1]2[C:6](=[CH:5][CH:4]=[CH:3][CH:2]=2)[C:10]([C:11]2[CH:16]=[CH:15][C:14]([C:17]([F:20])([F:19])[F:18])=[CH:13][CH:12]=2)=[N:9][CH2:8]1 |f:2.3|. Procedure: A 250-mL round-bottomed flask was charged with N-(2-phenylpropyl)-4-(trifluoromethyl)benzamide (5.19 g, 16.9 mmol), phosphorous pentoxide (4.8 g, 33.8 mmol) and toluene (75 mL). The reaction mixture was heated at 110° C. overnight and allowed to cool down to RT. Then it was poured over ice-water and neutralized with NaOH (10%). The organic phase was separated and the aqueous phase was extracted several times with EtOAc. The combined organics were washed with satd. NaHCO3, water, brine and dried ... Reported procedure: To a solution of (4-bromo-2-methyl-phenyl)-methanol (46.65 g, 0.2320 mol) in DCM (500 mL) at −15° C. was added mesyl chloride (20.65 mL, 0.2668 mol) followed by TEA (37.04 mL, 0.2668 mol). The reaction was stirred at −15° C. for 1.5 hour. A saturated solution of NH4Cl was then added at −15° C. and the resulting mixture was extracted with DCM. The organic phase was dried over MgSO4, filtered, and concentrated under reduced pressure to afford methanesulfonic acid 4-bromo-2-methyl-benzyl ester as a... As a reaction SMILES: [Br:1][C:2]1[CH:7]=[CH:6][C:5]([CH2:8][OH:9])=[C:4]([CH3:10])[CH:3]=1.[S:11](Cl)([CH3:14])(=[O:13])=[O:12].[NH4+].[Cl-]>C(Cl)Cl>[Br:1][C:2]1[CH:7]=[CH:6][C:5]([CH2:8][O:9][S:11]([CH3:14])(=[O:13])=[O:12])=[C:4]([CH3:10])[CH:3]=1 |f:2.3|. Starting materials: BrC1=CC(=C(C=C1)CO)C ((4-bromo-2-methyl-phenyl)-methanol), S(=O)(=O)(C)Cl (mesyl chloride), [NH4+].[Cl-] (NH4Cl), TEA. Product: BrC1=CC(=C(COS(=O)(=O)C)C=C1)C (methanesulfonic acid 4-bromo-2-methyl-benzyl ester). Solvent: C(Cl)Cl (DCM). Conditions: temperature -15 celsius, time 1.5 hour.